This data is from the Open Reaction Database (ORD), a public repository of structured organic reaction records. The task is: describe an organic reaction: reactants, conditions, products, and yield Reactants: FC1=C(C=C(C=C1)O)CCCO (4-fluoro-3-(3-hydroxypropyl)phenol), Cl[C@@H](C(=O)OC)C (methyl (2R)-2-chloropropanoate), C(=O)([O-])[O-].[Cs+].[Cs+] (Cs2CO3). Run in CCOC(=O)C (EtOAc), CS(=O)C (DMSO). Run at temperature 60 celsius, time 3 hour. Yields the product FC1=C(C=C(O[C@H](C(=O)OC)C)C=C1)CCCO (methyl(2S)-2-[4-fluoro-3-(3-hydroxypropyl)phenoxy]propanoate). Yield: 66.8%. RXN SMILES: [F:1][C:2]1[CH:7]=[CH:6][C:5]([OH:8])=[CH:4][C:3]=1[CH2:9][CH2:10][CH2:11][OH:12].Cl[C@H:14]([CH3:19])[C:15]([O:17][CH3:18])=[O:16].C([O-])([O-])=O.[Cs+].[Cs+]>CS(C)=O.CCOC(C)=O>[F:1][C:2]1[CH:7]=[CH:6][C:5]([O:8][C@@H:14]([CH3:19])[C:15]([O:17][CH3:18])=[O:16])=[CH:4][C:3]=1[CH2:9][CH2:10][CH2:11][OH:12] |f:2.3.4|. Procedure details: To a mixture of 4-fluoro-3-(3-hydroxypropyl)phenol (1.5 g), methyl (2R)-2-chloropropanoate (1.30 g) in DMSO (7.5 mL) was added Cs2CO3 (3.45 g) at ambient temperature. The mixture was stirred at 60° C. for 3 hours. After cooling to ambient temperature, the reaction mixture was diluted with EtOAc (50 mL) and washed successively with water (30 mL) two times and brine (30 mL). The organic layer was dried over anhydrous MgSO4, filtered and evaporated in vacuo to give crude oil. The crude oil was puri... Starting materials: C1(=CC=CC=C1)C1=NN=C(C2=CC=CC=C12)NN (4-phenyl-1-hydrazinophthalazine), C(C)OC(OCC)OCC (triethylorthoformate). The product is C1(=CC=CC=C1)C1=NN2C(C3=CC=CC=C13)=NN=C2 (6-phenyl-1,2,4-triazolo[3,4-a]phthalazine). RXN SMILES: [C:1]1([C:7]2[C:16]3[C:11](=[CH:12][CH:13]=[CH:14][CH:15]=3)[C:10]([NH:17][NH2:18])=[N:9][N:8]=2)[CH:6]=[CH:5][CH:4]=[CH:3][CH:2]=1.[CH2:19](OC(OCC)OCC)C>>[C:1]1([C:7]2[C:16]3[C:11](=[CH:12][CH:13]=[CH:14][CH:15]=3)[C:10]3=[N:17][N:18]=[CH:19][N:9]3[N:8]=2)[CH:2]=[CH:3][CH:4]=[CH:5][CH:6]=1. Procedure details: A mixture of 4-phenyl-1-hydrazinophthalazine (30 g) and triethylorthoformate (200 ml) is refluxed for 3 hours, then the excess of the orthoformate is evaporated off and the residue is crystallized from ethanol yielding 26 g of the compound of the title. M.p. 198°-99° C. Reactants: [OH-].[Na+] (NaOH), COC(C=C(CC)CC)=O (3-ethyl pent-2-enoic acid methyl ester), Cl (hydrochloric acid). The solvent is O1CCOCC1 (dioxane). Run at time 8 hour. Product: C(C)C(=CC(=O)O)CC (3-ethylpent-2-enoic acid). Yield: 90.3%. RXN SMILES: C[O:2][C:3](=[O:10])[CH:4]=[C:5]([CH2:8][CH3:9])[CH2:6][CH3:7].[OH-].[Na+].Cl>O1CCOCC1>[CH2:6]([C:5]([CH2:8][CH3:9])=[CH:4][C:3]([OH:10])=[O:2])[CH3:7] |f:1.2|. Procedure: 3-ethyl pent-2-enoic acid methyl ester (200 mg, 1.4 mmol) was dissolved in dioxane (1 ml). 1N NaOH (1 ml) was added, and the mixture was left overnight at 50° C.; 1N hydrochloric acid was added (2 ml), and the compound was extracted with ethyl acetate. The organic solution was dried over sodium sulfate, filtered and the solvent was removed under reduced pressure, obtaining 162 mg of 3-ethylpent-2-enoic acid as colourless oil. Yield 90%. 1H-NMR: (CDCl3, 500 MHz) chemical shift p.p.m. 1.06–1.11 (m... The reactants are Cc1cccc(C2CCN(C(=O)OC(C)(C)C)CC2O)c1, CCOC(C)=O, Cl. Yields the product Cl, Cc1cccc(C2CCNCC2O)c1. RXN SMILES: [C:1]([O:2][C:3](=[O:4])[N:8]1[CH2:9][CH:10]([OH:21])[CH:11]([c:14]2[cH:15][c:16]([CH3:20])[cH:17][cH:18][cH:19]2)[CH2:12][CH2:13]1)([CH3:5])([CH3:6])[CH3:7].[CH3:23][CH2:24][O:25][C:26]([CH3:27])=[O:28].[ClH:22]>>[ClH:22].[NH:8]1[CH2:9][CH:10]([OH:21])[CH:11]([c:14]2[cH:15][c:16]([CH3:20])[cH:17][cH:18][cH:19]2)[CH2:12][CH2:13]1.